Task: describe an organic reaction: reactants, conditions, products, and yield. Dataset: the Open Reaction Database (ORD), a public repository of structured organic reaction records The reactants are CC1([C@@H]([C@@H]1\C=C(/C(OC)=O)\F)C(=O)O)C ((1R,cis,E) 2,2-dimethyl-3-(2-fluoro-3-oxo-3-methoxy-1-propenyl)-cyclopropane carboxylic acid), C(C#C)N1C(N(C(C1)=O)CO)=O ([3-(2-propyn-1-yl)-2,5-dioxo-1-imidazolidinyl]-methanol). The solvent is C(Cl)(Cl)Cl (chloroform). Yields the product CC1([C@@H]([C@@H]1\C=C(/C(OC)=O)\F)C(=O)OCN1C(N(CC1=O)CC#C)=O)C ([3-(2-propyn-1-yl)-2,5-dioxo-1-imidazolidinyl]-methyl (1R,cis,E) 2,2-dimethyl-3-[2-fluoro-3-oxo-3-methoxy-1-propenyl]-cyclopropanecarboxylate). As a reaction SMILES: [CH3:1][C:2]1([CH3:15])[C@@H:4](/[CH:5]=[C:6](/[F:11])\[C:7](=[O:10])[O:8][CH3:9])[C@H:3]1[C:12]([OH:14])=[O:13].[CH2:16]([N:19]1[CH2:23][C:22](=[O:24])[N:21]([CH2:25]O)[C:20]1=[O:27])[C:17]#[CH:18]>C(Cl)(Cl)Cl>[CH3:1][C:2]1([CH3:15])[C@@H:4](/[CH:5]=[C:6](/[F:11])\[C:7](=[O:10])[O:8][CH3:9])[C@H:3]1[C:12]([O:14][CH2:25][N:21]1[C:22](=[O:24])[CH2:23][N:19]([CH2:16][C:17]#[CH:18])[C:20]1=[O:27])=[O:13]. Procedure details: Using the procedure of Step B of Example 43, (1R,cis,E) 2,2-dimethyl-3-(2-fluoro-3-oxo-3-methoxy-1-propenyl)-cyclopropane carboxylic acid and [3-(2-propyn-1-yl)-2,5-dioxo-1-imidazolidinyl]-methanol were reacted to obtain [3-(2-propyn-1-yl)-2,5-dioxo-1-imidazolidinyl]-methyl (1R,cis,E) 2,2-dimethyl-3-[2-fluoro-3-oxo-3-methoxy-1-propenyl]-cyclopropanecarboxylate with a specific rotation of [α]D20 =+3.5°±2° (c=0.5% in chloroform). Starting materials: FC1=C(C=CC=C1[N+](=O)[O-])C1=C(C=CC=C1)F (2,2′-difluoro-3-nitro-biphenyl), Cl (HCl). Reagents/catalysts: [Zn] (Zn). The solvent is CO (methanol). Conditions: time 4 hour. Product: FC1=C(C=CC=C1N)C1=C(C=CC=C1)F (2,2′-Difluoro-biphenyl-3-ylamine). As a reaction SMILES: [F:1][C:2]1[C:7]([N+:8]([O-])=O)=[CH:6][CH:5]=[CH:4][C:3]=1[C:11]1[CH:16]=[CH:15][CH:14]=[CH:13][C:12]=1[F:17].Cl>CO.[Zn]>[F:1][C:2]1[C:7]([NH2:8])=[CH:6][CH:5]=[CH:4][C:3]=1[C:11]1[CH:16]=[CH:15][CH:14]=[CH:13][C:12]=1[F:17]. Procedure: To a suspension of 2,2′-difluoro-3-nitro-biphenyl (100 mg, 0.36 mmol) in methanol (5 mL) were added a 3N aqueous HCl solution (7.23 mL, 21.7 mmol) and Zn powder (426 mg, 6.51 mmol). The mixture was stirred 4 h at RT. The reaction mixture was concentrated and neutralized with saturated aqueous NaHCO3 solution, then diluted with an equal volume of water and extracted (×3) with CH2Cl2. The combined organics were dried (Phase Separator) and concentrated in vacuo to give the title compound. MS (LC-MS... Reactants: [Br-], COc1cc(Br)ccc1Cl, [Mg+]C1CC1, Cl, C1CCOC1. The product is COc1cc(C2CC2)ccc1Cl. As a reaction SMILES: [Br-:11].[Br:1][c:2]1[cH:3][c:4]([O:9][CH3:10])[c:5]([Cl:8])[cH:6][cH:7]1.[CH:12]1([Mg+:15])[CH2:13][CH2:14]1.[ClH:16].[O:17]1[CH2:18][CH2:19][CH2:20][CH2:21]1>>[c:2]1([CH:12]2[CH2:13][CH2:14]2)[cH:3][c:4]([O:9][CH3:10])[c:5]([Cl:8])[cH:6][cH:7]1.